From a dataset of the Open Reaction Database (ORD), a public repository of structured organic reaction records. describe an organic reaction: reactants, conditions, products, and yield Starting materials: [Br-], COc1ccc(Cn2cnc3c(CO)c(Br)cnc32)cc1, CCC#N, CO, CCCC[N+](CCCC)(CCCC)CCCC, [Na+], [Na+], O=C([O-])[O-], O, OB(O)c1ccccc1, c1ccc(P(c2ccccc2)(c2ccccc2)[Pd](P(c2ccccc2)(c2ccccc2)c2ccccc2)(P(c2ccccc2)(c2ccccc2)c2ccccc2)P(c2ccccc2)(c2ccccc2)c2ccccc2)cc1. The product is COc1ccc(Cn2cnc3c(CO)c(-c4ccccc4)cnc32)cc1. As a reaction SMILES: [Br-:44].[Br:1][c:2]1[c:3]([CH2:20][OH:21])[c:4]2[c:5]([n:6][cH:7]1)[n:8]([CH2:11][c:12]1[cH:13][cH:14][c:15]([O:18][CH3:19])[cH:16][cH:17]1)[cH:9][n:10]2.[C:39](#[N:40])[CH2:41][CH3:42].[CH3:22][OH:23].[CH3:45][CH2:46][CH2:47][CH2:48][N+:49]([CH2:50][CH2:51][CH2:52][CH3:53])([CH2:54][CH2:55][CH2:56][CH3:57])[CH2:58][CH2:59][CH2:60][CH3:61].[Na+:33].[Na+:34].[O-:35][C:36](=[O:37])[O-:38].[OH2:43].[OH:24][B:25]([OH:26])[c:27]1[cH:28][cH:29][cH:30][cH:31][cH:32]1.[cH:62]1[cH:63][cH:64][c:65]([P:66]([Pd:67]([P:68]([c:69]2[cH:70][cH:71][cH:72][cH:73][cH:74]2)([c:75]2[cH:76][cH:77][cH:78][cH:79][cH:80]2)[c:81]2[cH:82][cH:83][cH:84][cH:85][cH:86]2)([P:87]([c:88]2[cH:89][cH:90][cH:91][cH:92][cH:93]2)([c:94]2[cH:95][cH:96][cH:97][cH:98][cH:99]2)[c:100]2[cH:101][cH:102][cH:103][cH:104][cH:105]2)[P:106]([c:107]2[cH:108][cH:109][cH:110][cH:111][cH:112]2)([c:113]2[cH:114][cH:115][cH:116][cH:117][cH:118]2)[c:119]2[cH:120][cH:121][cH:122][cH:123][cH:124]2)([c:125]2[cH:126][cH:127][cH:128][cH:129][cH:130]2)[c:131]2[cH:132][cH:133][cH:134][cH:135][cH:136]2)[cH:137][cH:138]1>>[c:2]1(-[c:27]2[cH:28][cH:29][cH:30][cH:31][cH:32]2)[c:3]([CH2:20][OH:21])[c:4]2[c:5]([n:6][cH:7]1)[n:8]([CH2:11][c:12]1[cH:13][cH:14][c:15]([O:18][CH3:19])[cH:16][cH:17]1)[cH:9][n:10]2. Reactants: C(C)OC(=O)C=1N=CN(C1)C=1C=NC2=CC=CC=C2C1 (1-quinolin-3-yl-1H-imidazole-4-carboxylic acid ethyl ester), [C@@H]([C@H](C(=O)[O-])O)(C(=O)[O-])O.[Na+].[K+] (Seignette salt), [H-].C(C(C)C)[Al+]CC(C)C (Diisobutylaluminum hydride). Solvent: C1(=CC=CC=C1)C (toluene), CCOC(=O)C (AcOEt), C1CCOC1 (THF). Run at temperature -78 celsius, time 2 hour. The product is N1=CC(=CC2=CC=CC=C12)N1C=NC(=C1)CO ((1-Quinolin-3-yl-1H-imidazol-4-yl)-methanol), solid. Isolated yield 28.0%. As a reaction SMILES: C([O:3][C:4]([C:6]1[N:7]=[CH:8][N:9]([C:11]2[CH:12]=[N:13][C:14]3[C:19]([CH:20]=2)=[CH:18][CH:17]=[CH:16][CH:15]=3)[CH:10]=1)=O)C.[H-].C([Al+]CC(C)C)C(C)C.[C@H](O)(C([O-])=O)[C@@H](O)C([O-])=O.[Na+].[K+]>C1(C)C=CC=CC=1.C1COCC1.CCOC(C)=O>[N:13]1[C:14]2[C:19](=[CH:18][CH:17]=[CH:16][CH:15]=2)[CH:20]=[C:11]([N:9]2[CH:10]=[C:6]([CH2:4][OH:3])[N:7]=[CH:8]2)[CH:12]=1 |f:1.2,3.4.5|. Procedure details: A suspension of 1-quinolin-3-yl-1H-imidazole-4-carboxylic acid ethyl ester (5.0 g, 18.7 mmol) in toluene (100 ml) was cooled to −78° C. Diisobutylaluminum hydride (19 ml of a IM solution in THF, 19 mmol) was added dropwise keeping T <-70° C. The mixture was stirred at this temperature for 2 h, then the reaction mixture was allowed to slowly reach 0° C. After addition of saturated aqueous Seignette salt solution (10 ml) stirring was continued for 1 h. The mixture was diluted with AcOEt (100 ml), ... Reactants: ClN1C(CCC1=O)=O (N-chlorosuccinimide), ice, FC=1C=C(C=CC1)N1C(=CC=2C1=NC=CC2)C(C)NC(OC(C)(C)C)=O (tert-butyl {1-[1-(3-fluorophenyl)-1H-pyrrolo[2,3-b]pyridin-2-yl]ethyl}carbamate). Run in CN(C)C=O (DMF), CN(C=O)C (N,N-dimethylformamide), O (water). Reaction conditions: time 8 hour. The product is ClC1=C(N(C2=NC=CC=C21)C2=CC(=CC=C2)F)C(C)NC(OC(C)(C)C)=O (tert-Butyl {1-[3-chloro-1-(3-fluorophenyl)-1H-pyrrolo[2,3-b]pyridin-2-yl]ethyl}carbamate). Isolated yield 39.2%. As a reaction SMILES: [Cl:1]N1C(=O)CCC1=O.[F:9][C:10]1[CH:11]=[C:12]([N:16]2[C:20]3=[N:21][CH:22]=[CH:23][CH:24]=[C:19]3[CH:18]=[C:17]2[CH:25]([NH:27][C:28](=[O:34])[O:29][C:30]([CH3:33])([CH3:32])[CH3:31])[CH3:26])[CH:13]=[CH:14][CH:15]=1>CN(C=O)C.O>[Cl:1][C:18]1[C:19]2[C:20](=[N:21][CH:22]=[CH:23][CH:24]=2)[N:16]([C:12]2[CH:13]=[CH:14][CH:15]=[C:10]([F:9])[CH:11]=2)[C:17]=1[CH:25]([NH:27][C:28](=[O:34])[O:29][C:30]([CH3:33])([CH3:32])[CH3:31])[CH3:26]. Procedure: A solution of N-chlorosuccinimide (24 mg, 0.18 mmol) in DMF (0.1 mL) was added dropwise to an ice-cooled solution of tert-butyl {1-[1-(3-fluorophenyl)-1H-pyrrolo[2,3-b]pyridin-2-yl]ethyl}carbamate (60 mg, 0.17 mmol) (5073-171) in N,N-dimethylformamide (1 mL). The resulting mixture was allowed to warm to room temperature and stirred overnight. The mix was diluted with water and extracted with EtOAc. The combined organic layers were dried over MgSO4, concentrated, and purified on silica gel (eluti... The reactants are C(C)OC(=O)C1=C(C=2N(C=3C=CC=CC3C2C=N1)C1=CC=CC=C1)O (4-hydroxy-5-phenyl-5H-pyrido[4,3-b]indole-3-carboxylic acid ethyl ester), C1CC(=O)N(C1=O)Br (NBS), C(=O)(C1=CC=CC=C1)OOC(=O)C1=CC=CC=C1 (BzOOBz). Procedure: Prepared in analogy to that of Example 103(a) from 4-hydroxy-5-phenyl-5H-pyrido[4,3-b]indole-3-carboxylic acid ethyl ester, NBS and BzOOBz. The title compound, ESI MS (m/z): 411 (M+H)+. Product: C(C)OC(=O)C1=C(C=2N(C=3C=CC=CC3C2C(=N1)Br)C1=CC=CC=C1)O (1-Bromo-4-hydroxy-5-phenyl-5H-pyrido[4,3-b]indole-3-carboxylic acid ethyl ester). RXN SMILES: [CH2:1]([O:3][C:4]([C:6]1[N:18]=[CH:17][C:16]2[C:15]3[CH:14]=[CH:13][CH:12]=[CH:11][C:10]=3[N:9]([C:19]3[CH:24]=[CH:23][CH:22]=[CH:21][CH:20]=3)[C:8]=2[C:7]=1[OH:25])=[O:5])[CH3:2].C1C(=O)N([Br:33])C(=O)C1.C(OOC(C1C=CC=CC=1)=O)(C1C=CC=CC=1)=O>>[CH2:1]([O:3][C:4]([C:6]1[N:18]=[C:17]([Br:33])[C:16]2[C:15]3[CH:14]=[CH:13][CH:12]=[CH:11][C:10]=3[N:9]([C:19]3[CH:20]=[CH:21][CH:22]=[CH:23][CH:24]=3)[C:8]=2[C:7]=1[OH:25])=[O:5])[CH3:2]. The reactants are CI, CCOC(C)=O, Cc1cscc1NC(=S)NC1CCCCC12OCCO2, C1CCOC1. The product is CSC(=Nc1cscc1C)NC1CCCCC12OCCO2. Reaction SMILES: [CH3:21][I:22].[CH3:23][CH2:24][O:25][C:26](=[O:27])[CH3:28].[O:1]1[CH2:2][CH2:3][O:4][C:5]12[CH:6]([NH:11][C:12](=[S:13])[NH:14][c:15]1[cH:16][s:17][cH:18][c:19]1[CH3:20])[CH2:7][CH2:8][CH2:9][CH2:10]2.[O:29]1[CH2:30][CH2:31][CH2:32][CH2:33]1>>[O:1]1[CH2:2][CH2:3][O:4][C:5]12[CH:6]([NH:11][C:12]([S:13][CH3:23])=[N:14][c:15]1[cH:16][s:17][cH:18][c:19]1[CH3:20])[CH2:7][CH2:8][CH2:9][CH2:10]2.